Dataset: the Open Reaction Database (ORD), a public repository of structured organic reaction records. Task: describe an organic reaction: reactants, conditions, products, and yield Reactants: C[C@@H](C1=CC=CC=C1)N1C(C(CC1)(CCO[Si](C)(C)C(C)(C)C)CC1=CC=C(C=C1)F)=O (1-((S)-α-methylbenzyl)-3-(4-fluorophenylmethyl)-3-(2-(t-butyldimethylsilyloxy)ethyl)-2-oxopyrrolidine), [F-].[NH4+] (ammonium fluoride). The solvent is C(C)(=O)OCC.CCCCCC (ethyl acetate hexane). Yields the product C[C@@H](C1=CC=CC=C1)N1C(C(CC1)(CCO)CC1=CC=C(C=C1)F)=O (1-((S)-α-methylbenzyl)-3-(4-fluorophenylmethyl)-3-(2-hydroxyethyl)-2-oxopyrrolidine). As a reaction SMILES: [CH3:1][C@H:2]([N:9]1[CH2:13][CH2:12][C:11]([CH2:24][C:25]2[CH:30]=[CH:29][C:28]([F:31])=[CH:27][CH:26]=2)([CH2:14][CH2:15][O:16][Si](C(C)(C)C)(C)C)[C:10]1=[O:32])[C:3]1[CH:8]=[CH:7][CH:6]=[CH:5][CH:4]=1.[F-].[NH4+]>C(OCC)(=O)C.CCCCCC>[CH3:1][C@H:2]([N:9]1[CH2:13][CH2:12][C:11]([CH2:24][C:25]2[CH:26]=[CH:27][C:28]([F:31])=[CH:29][CH:30]=2)([CH2:14][CH2:15][OH:16])[C:10]1=[O:32])[C:3]1[CH:4]=[CH:5][CH:6]=[CH:7][CH:8]=1 |f:1.2,3.4|. Procedure details: Prepare by the method of Example 17.4 using 1-((S)-α-methylbenzyl)-3-(4-fluorophenylmethyl)-3-(2-(t-butyldimethylsilyloxy)ethyl)-2-oxopyrrolidine (1.7 g, 3.73 mmol) and ammonium fluoride (0.83 g, 22.4 mmol) to give, after chromatography on silica gel eluting with 1/1 ethyl acetate/hexane to give the title compound as diastereomers: Rf=0.49 and 0.27 (silica gel, 1/1 ethyl acetate/hexane). Yields the product CCC(=O)C1=C(O)CC(c2c(C)c(C)c3c(c2C)OC(C)(C)C3)CC1=O. RXN SMILES: [CH3:1][C:2]1([CH3:22])[O:3][c:4]2[c:5]([c:7]([CH3:21])[c:8]([CH3:20])[c:9]([CH:12]3[CH2:13][C:14]([OH:19])=[CH:15][C:16](=[O:18])[CH2:17]3)[c:10]2[CH3:11])[CH2:6]1.[CH3:23][CH2:24][C:25]([OH:26])=[O:27].[CH3:28][N:29]([c:30]1[cH:31][cH:32][cH:33][cH:34][n:35]1)[CH3:36].[CH3:37][c:38]1[cH:39][cH:40][cH:41][cH:42][cH:43]1>>[CH3:1][C:2]1([CH3:22])[O:3][c:4]2[c:5]([c:7]([CH3:21])[c:8]([CH3:20])[c:9]([CH:12]3[CH2:13][C:14]([OH:19])=[C:15]([C:25]([CH2:24][CH3:23])=[O:26])[C:16](=[O:18])[CH2:17]3)[c:10]2[CH3:11])[CH2:6]1. Starting materials: Cc1c(C)c(C2CC(=O)C=C(O)C2)c(C)c2c1CC(C)(C)O2, CCC(=O)O, CN(C)c1ccccn1, Cc1ccccc1. Reactants: C1CCOC1, CCOC(=O)c1ccc(C#Cc2ccc3c(c2)C(c2ccc(C)cc2)=CCC3(C)C)cc1, O. Product: Cc1ccc(C2=CCC(C)(C)c3ccc(C#Cc4ccc(C(=O)O)cc4)cc32)cc1. RXN SMILES: [CH2:33]1[O:34][CH2:35][CH2:36][CH2:37]1.[CH3:1][C:2]1([CH3:32])[c:3]2[cH:4][cH:5][c:6]([C:19]#[C:20][c:21]3[cH:22][cH:23][c:24]([C:25](=[O:26])[O:27][CH2:28][CH3:29])[cH:30][cH:31]3)[cH:7][c:8]2[C:9]([c:12]2[cH:13][cH:14][c:15]([CH3:18])[cH:16][cH:17]2)=[CH:10][CH2:11]1.[OH2:38]>>[CH3:1][C:2]1([CH3:32])[c:3]2[cH:4][cH:5][c:6]([C:19]#[C:20][c:21]3[cH:22][cH:23][c:24]([C:25](=[O:26])[OH:27])[cH:30][cH:31]3)[cH:7][c:8]2[C:9]([c:12]2[cH:13][cH:14][c:15]([CH3:18])[cH:16][cH:17]2)=[CH:10][CH2:11]1. The solvent is CC(C)O (isopropyl alcohol), CC(C)O (isopropylalcohol). Reagents/catalysts: O=C(O)C(F)(F)F (trifluoroacetic acid). Reaction SMILES: CC1=CC=C(N)N=C1.[C-]#[N+]C1CCCCC1.O=CC1=CC=NN1C1=CC=CC=C1>>CC1=CN2C(C=C1)=NC(C1=CC=NN1C1=CC=CC=C1)=C2NC1CCCCC1. Conditions: temperature 22 celsius, time 20 hour. Yield: 47.3%. The reactants are C(c1ccnn1c1ccccc1)=O, CC1=CN=C(C=C1)N, [C-]#[N+]C1CCCCC1. The product is Cc1ccc2nc(c3ccnn3c3ccccc3)c(NC3CCCCC3)n2c1. The reactants are O (water), ClC1=C2C(=NC=C1C(=O)N([C@@H]1CN(C[C@@H](C1)C(=O)N1CCOCC1)C(=O)OC(C)(C)C)CC(C)C)C=CS2 (tert-Butyl (3S,5R)-3-{[(7-chlorothieno[3,2-b]pyridin-6-yl)carbonyl](2-methylpropyl)amino}-5-(morpholin-4-ylcarbonyl)piperidine-1-carboxylate), COCCCN (3-methoxypropan-1-amine), C(C)(C)N(CC)C(C)C (diisopropylethylamine). Solvent: CC(C)O (2-propanol). Run at temperature 60 celsius, time 12 hour. Yields the product COCCCNC1=C2C(=NC=C1C(=O)N([C@@H]1CN(C[C@@H](C1)C(=O)N1CCOCC1)C(=O)OC(C)(C)C)CC(C)C)C=CS2 (tert-butyl (3S,5R)-3-[({7-[(3-methoxypropyl)amino]thieno[3,2-b]pyridin-6-yl}carbonyl)(2-methylpropyl)amino]-5-(morpholin-4-ylcarbonyl)piperidine-1-carboxylate). The yield is 68.6%. Reaction SMILES: Cl[C:2]1[C:7]([C:8]([N:10]([CH2:32][CH:33]([CH3:35])[CH3:34])[C@H:11]2[CH2:16][C@@H:15]([C:17]([N:19]3[CH2:24][CH2:23][O:22][CH2:21][CH2:20]3)=[O:18])[CH2:14][N:13]([C:25]([O:27][C:28]([CH3:31])([CH3:30])[CH3:29])=[O:26])[CH2:12]2)=[O:9])=[CH:6][N:5]=[C:4]2[CH:36]=[CH:37][S:38][C:3]=12.[CH3:39][O:40][CH2:41][CH2:42][CH2:43][NH2:44].C(N(C(C)C)CC)(C)C.O>CC(O)C>[CH3:39][O:40][CH2:41][CH2:42][CH2:43][NH:44][C:2]1[C:7]([C:8]([N:10]([CH2:32][CH:33]([CH3:35])[CH3:34])[C@H:11]2[CH2:16][C@@H:15]([C:17]([N:19]3[CH2:24][CH2:23][O:22][CH2:21][CH2:20]3)=[O:18])[CH2:14][N:13]([C:25]([O:27][C:28]([CH3:30])([CH3:29])[CH3:31])=[O:26])[CH2:12]2)=[O:9])=[CH:6][N:5]=[C:4]2[CH:36]=[CH:37][S:38][C:3]=12. Reported procedure: tert-Butyl (3S,5R)-3-{[(7-chlorothieno[3,2-b]pyridin-6-yl)carbonyl](2-methylpropyl)amino}-5-(morpholin-4-ylcarbonyl)piperidine-1-carboxylate (120 mg), 3-methoxypropan-1-amine (113 mg) and diisopropylethylamine (0.22 ml) were dissolved in 2-propanol (5 ml), and the mixture was stirred at 60° C. for 12 hr. The reaction mixture was poured into water, and the mixture was extracted with ethyl acetate. The extract was washed with brine, and dried over anhydrous sodium sulfate. The solvent was evaporat... The reactants are C1CCOC1, CC(C)c1cc(O)cc2c1C(=O)N(COc1cc(C(F)(F)F)nn1-c1ccccc1)S2(=O)=O, CCOC(=O)N=NC(=O)OCC, O=C(CCCO)OCc1ccccc1. Yields the product CC(C)c1cc(OCCCC(=O)OCc2ccccc2)cc2c1C(=O)N(COc1cc(C(F)(F)F)nn1-c1ccccc1)S2(=O)=O. As a reaction SMILES: [CH2:60]1[O:61][CH2:62][CH2:63][CH2:64]1.[CH:1]([CH3:2])([CH3:3])[c:4]1[cH:5][c:6]([OH:33])[cH:7][c:8]2[c:9]1[C:10](=[O:32])[N:11]([CH2:15][O:16][c:17]1[cH:18][c:19]([C:28]([F:29])([F:30])[F:31])[n:20][n:21]1-[c:22]1[cH:23][cH:24][cH:25][cH:26][cH:27]1)[S:12]2(=[O:13])=[O:14].[O:34]=[C:35]([O:36][CH2:37][CH3:38])[N:39]=[N:40][C:41]([O:42][CH2:43][CH3:44])=[O:45].[OH:46][CH2:47][CH2:48][CH2:49][C:50](=[O:51])[O:52][CH2:53][c:54]1[cH:55][cH:56][cH:57][cH:58][cH:59]1>>[CH:1]([CH3:2])([CH3:3])[c:4]1[cH:5][c:6]([O:33][CH2:47][CH2:48][CH2:49][C:50](=[O:51])[O:52][CH2:53][c:54]2[cH:55][cH:56][cH:57][cH:58][cH:59]2)[cH:7][c:8]2[c:9]1[C:10](=[O:32])[N:11]([CH2:15][O:16][c:17]1[cH:18][c:19]([C:28]([F:29])([F:30])[F:31])[n:20][n:21]1-[c:22]1[cH:23][cH:24][cH:25][cH:26][cH:27]1)[S:12]2(=[O:13])=[O:14]. Reactants: CC(C)(C)OC(=O)N1CCN2CC(Cn3ccc4cc(F)ccc43)CCC2C1, O, O=C(O)C(F)(F)F. Product: Fc1ccc2c(ccn2CC2CCC3CNCCN3C2)c1. As a reaction SMILES: [C:1]([O:2][C:3]([CH3:4])([CH3:5])[CH3:6])(=[O:7])[N:8]1[CH2:9][CH:10]2[N:11]([CH2:12][CH2:13]1)[CH2:14][CH:15]([CH2:18][n:19]1[cH:20][cH:21][c:22]3[cH:23][c:24]([F:28])[cH:25][cH:26][c:27]13)[CH2:16][CH2:17]2.[OH2:29].[OH:30][C:31]([C:32]([F:33])([F:34])[F:35])=[O:36]>>[NH:8]1[CH2:9][CH:10]2[N:11]([CH2:12][CH2:13]1)[CH2:14][CH:15]([CH2:18][n:19]1[cH:20][cH:21][c:22]3[cH:23][c:24]([F:28])[cH:25][cH:26][c:27]13)[CH2:16][CH2:17]2. The reactants are COC(C1=CN=C(C=C1)NC(C(C1CCCCC1)N1C(=NC2=C1C=C(C(=C2)F)F)C2=CC=C(C=C2)Cl)=O)=O (6-{2-[2-(4-Chloro-phenyl)-5,6-difluoro-benzoimidazol-1-yl]-2-cyclohexyl-acetylamino}-nicotinic acid methyl ester), O.[OH-].[Li+] (Lithium hydroxide monohydrate). Solvent: O (water), O1CCOCC1 (dioxane). Reaction conditions: time 3 hour. Product: ClC1=CC=C(C=C1)C1=NC2=C(N1C(C(=O)NC1=NC=C(C(=O)O)C=C1)C1CCCCC1)C=C(C(=C2)F)F (6-{2-[2-(4-Chloro-phenyl)-5,6-difluoro-benzoimidazol-1-yl]-2-cyclohexyl-acetylamino}-nicotinic acid). Yield: 95.2%. As a reaction SMILES: C[O:2][C:3](=[O:38])[C:4]1[CH:9]=[CH:8][C:7]([NH:10][C:11](=[O:37])[CH:12]([N:19]2[C:23]3[CH:24]=[C:25]([F:29])[C:26]([F:28])=[CH:27][C:22]=3[N:21]=[C:20]2[C:30]2[CH:35]=[CH:34][C:33]([Cl:36])=[CH:32][CH:31]=2)[CH:13]2[CH2:18][CH2:17][CH2:16][CH2:15][CH2:14]2)=[N:6][CH:5]=1.O.[OH-].[Li+]>O.O1CCOCC1>[Cl:36][C:33]1[CH:34]=[CH:35][C:30]([C:20]2[N:19]([CH:12]([CH:13]3[CH2:18][CH2:17][CH2:16][CH2:15][CH2:14]3)[C:11]([NH:10][C:7]3[CH:8]=[CH:9][C:4]([C:3]([OH:38])=[O:2])=[CH:5][N:6]=3)=[O:37])[C:23]3[CH:24]=[C:25]([F:29])[C:26]([F:28])=[CH:27][C:22]=3[N:21]=2)=[CH:31][CH:32]=1 |f:1.2.3|. Procedure details: 6-{2-[2-(4-Chloro-phenyl)-5,6-difluoro-benzoimidazol-1-yl]-2-cyclohexyl-acetylamino}-nicotinic acid methyl ester (24 mg, 0.04 mmol) was dissolved in water (0.5 ml) and dioxane (0.5 ml). Lithium hydroxide monohydrate (9 eq, 17 mg) was added and the mixture stirred 3 h at room temperature. The dioxane was removed under reduced pressure and the residue acidified to pH2 with 3M aqueous hydrochloric acid. The precipitate was filtered to afford the title compound as a white solid (20 mg, 84%).